Dataset: the Open Reaction Database (ORD), a public repository of structured organic reaction records. Task: describe an organic reaction: reactants, conditions, products, and yield Reactants: O=C1CN(C(=O)OCc2ccccc2)CCN1Cc1ccccc1, CCO, [H][H]. The product is O=C1CNCCN1Cc1ccccc1. As a reaction SMILES: [CH2:1]([c:2]1[cH:3][cH:4][cH:5][cH:6][cH:7]1)[N:8]1[C:9](=[O:24])[CH2:10][N:11]([C:14]([O:15][CH2:16][c:17]2[cH:18][cH:19][cH:20][cH:21][cH:22]2)=[O:23])[CH2:12][CH2:13]1.[CH3:27][CH2:28][OH:29].[H:25][H:26]>>[CH2:1]([c:2]1[cH:3][cH:4][cH:5][cH:6][cH:7]1)[N:8]1[C:9](=[O:24])[CH2:10][NH:11][CH2:12][CH2:13]1. Reactants: C[O-].[Na+] (sodium methoxide), Cl.ClC1=NC2=C(C3=NC4=CC=CC(=C4C(N31)=O)F)C=CN2S(=O)(=O)C2=CC=C(C=C2)C (5-chloro-8-fluoro-3-[(4-methylphenyl)sulfonyl]pyrrolo[2′,3′:4,5]pyrimido[6,1-b]quinazolin-7(3H)-one hydrogen chloride), NC1=C(C=C2C(CC(NC2=C1)=O)(C)C)OC (7-amino-4,4-dimethyl-6-(methyloxy)-3,4-dihydro-2(1H)-quinolinone), CN (methyl amine). Run in O (water), O (water), O1CCCC1 (tetrahydrofuran), C([O-])(O)=O.[Na+] (sodium bicarbonate). Reaction conditions: temperature 50 celsius, time 16 hour. Product: CC1(CC(NC2=CC(=C(C=C12)OC)NC1=NC(=C2C(N1)=NC=C2)NC2=C(C(=O)NC)C(=CC=C2)F)=O)C (2-[(2-{[4,4-dimethyl-6-(methyloxy)-2-oxo-1,2,3,4-tetrahydro-7-quinolinyl]amino}-1H-pyrrolo[2,3-d]pyrimidin-4-yl)amino]-6-fluoro-N-methylbenzamide). Yield: 47.6%. As a reaction SMILES: Cl.Cl[C:3]1[N:16]2[C:7](=[N:8][C:9]3[C:14]([C:15]2=[O:17])=[C:13]([F:18])[CH:12]=[CH:11][CH:10]=3)[C:6]2[CH:19]=[CH:20][N:21](S(C3C=CC(C)=CC=3)(=O)=O)[C:5]=2[N:4]=1.[NH2:32][C:33]1[CH:42]=[C:41]2[C:36]([C:37]([CH3:45])([CH3:44])[CH2:38][C:39](=[O:43])[NH:40]2)=[CH:35][C:34]=1[O:46][CH3:47].[CH3:48][NH2:49].C[O-].[Na+]>O1CCCC1.C(=O)(O)[O-].[Na+].O>[CH3:45][C:37]1([CH3:44])[C:36]2[C:41](=[CH:42][C:33]([NH:32][C:3]3[NH:4][C:5]4=[N:21][CH:20]=[CH:19][C:6]4=[C:7]([NH:8][C:9]4[CH:10]=[CH:11][CH:12]=[C:13]([F:18])[C:14]=4[C:15]([NH:49][CH3:48])=[O:17])[N:16]=3)=[C:34]([O:46][CH3:47])[CH:35]=2)[NH:40][C:39](=[O:43])[CH2:38]1 |f:0.1,4.5,7.8|. Procedure: A mixture of 5-chloro-8-fluoro-3-[(4-methylphenyl)sulfonyl]pyrrolo[2′,3′:4,5]pyrimido[6,1-b]quinazolin-7(3H)-one hydrogen chloride (0.20 g, 0.41 mmol) and 7-amino-4,4-dimethyl-6-(methyloxy)-3,4-dihydro-2(1H)-quinolinone (0.10 g, 0.45 mmol) was taken in tetrahydrofuran (7.0 mL) and refluxed for 3 h. The reaction was cooled, diluted with saturated aqueous sodium bicarbonate and extracted with dichloromethane. The organic layer was separated, dried over magnesium sulfate, filtered, concentrated, di... Reactants: C1(CC1)N (cyclopropylamine), O=C1N(C2=CC=CC=C2C12COC=1C2=CC2=C(OCO2)C1)CC=1OC=C(N1)C(=O)O (2-((2′-oxo-6H-spiro[benzofuro[6,5-d][1,3]dioxole-7,3′-indoline]-1′-yl)methyl)oxazole-4-carboxylic acid), ON1N=NC2=C1C=CC=C2 (N-hydroxybenzotriazole), 1-ethyl-3-(3-dimethyllaminopropyl)carbodiimide hydrochloride. The solvent is ClCCl (dichloromethane), ClCCl (dichloromethane). Reaction conditions: time 16 hour. Yields the product CC(C)NC(=O)C=1N=C(OC1)CN1C(C2(C3=CC=CC=C13)COC=1C2=CC2=C(OCO2)C1)=O (N-(1-methylethyl)-2-[(2′-oxospiro[furo[2,3-f][1,3]benzodioxole-7,3′-indol]-1′(2′H)-yl)methyl]-1,3-oxazole-4-carboxamide). Isolated yield 89.4%. Reaction SMILES: [O:1]=[C:2]1[C:10]2([C:14]3=[CH:15][C:16]4[O:20][CH2:19][O:18][C:17]=4[CH:21]=[C:13]3[O:12][CH2:11]2)[C:9]2[C:4](=[CH:5][CH:6]=[CH:7][CH:8]=2)[N:3]1[CH2:22][C:23]1[O:24][CH:25]=[C:26]([C:28]([OH:30])=O)[N:27]=1.O[N:32]1[C:36]2[CH:37]=CC=C[C:35]=2N=N1.C1(N)CC1>ClCCl>[CH3:35][CH:36]([NH:32][C:28]([C:26]1[N:27]=[C:23]([CH2:22][N:3]2[C:4]3[C:9](=[CH:8][CH:7]=[CH:6][CH:5]=3)[C:10]3([C:14]4=[CH:15][C:16]5[O:20][CH2:19][O:18][C:17]=5[CH:21]=[C:13]4[O:12][CH2:11]3)[C:2]2=[O:1])[O:24][CH:25]=1)=[O:30])[CH3:37]. Procedure: A solution of 2-((2′-oxo-6H-spiro[benzofuro[6,5-d][1,3]dioxole-7,3′-indoline]-1′-yl)methyl)oxazole-4-carboxylic acid (0.41 g, 1.0 mmol), N-hydroxybenzotriazole (0.20 g, 1.5 mmol) and 1-ethyl-3-(3-dimethyllaminopropyl)carbodiimide hydrochloride (0.29 g, 1.5 mmol) in dichloromethane (10 mL) was stirred for 30 min, followed by the addition of cyclopropylamine (0.8 mL). The solution was stirred at ambient temperature for 16 h, diluted with dichloromethane (100 mL), washed with distilled water (2×50 ... Starting materials: CO, CC(C)=C(C(=O)O)c1ccc(F)cc1, C1CCOC1. Product: CC(C)C(C(=O)O)c1ccc(F)cc1. As a reaction SMILES: [CH3:15][OH:16].[F:1][c:2]1[cH:3][cH:4][c:5]([C:8]([C:9](=[O:10])[OH:11])=[C:12]([CH3:13])[CH3:14])[cH:6][cH:7]1.[O:17]1[CH2:18][CH2:19][CH2:20][CH2:21]1>>[F:1][c:2]1[cH:3][cH:4][c:5]([CH:8]([C:9](=[O:10])[OH:11])[CH:12]([CH3:13])[CH3:14])[cH:6][cH:7]1. The reactants are CC(CC#N)NCc1ccccc1, CCO, OCC1CO1. Yields the product CC(CC#N)N(Cc1ccccc1)CC(O)CO. Reaction SMILES: [CH2:6]([c:7]1[cH:8][cH:9][cH:10][cH:11][cH:12]1)[NH:13][CH:14]([CH2:15][C:16]#[N:17])[CH3:18].[CH3:19][CH2:20][OH:21].[CH:1]1([CH2:2][OH:3])[CH2:4][O:5]1>>[CH:1]([CH2:2][OH:3])([CH2:4][N:13]([CH2:6][c:7]1[cH:8][cH:9][cH:10][cH:11][cH:12]1)[CH:14]([CH2:15][C:16]#[N:17])[CH3:18])[OH:5]. The reactants are COC(NC1CCC(CC1)NC=1N=CC2=C(N1)N(C(C=C2N)=O)CCCO[Si](C)(C)C(C)(C)C)=O ((4-{5-Amino-8-[3-(tert-butyl-dimethyl-silanyloxy)-propyl]-7-oxo-7,8-dihydro-pyrido[2,3-d]pyrimidin-2-ylamino}-cyclohexyl)-carbamic acid methyl ester). The solvent is C(C)(=O)O (acetic acid), C1CCOC1 (THF), O (water). Run at time 8 hour. Product: COC(NC1CCC(CC1)NC=1N=CC2=C(N1)N(C(C=C2N)=O)CCCO)=O ({4-[5-amino-8-(3-hydroxy-propyl)-7-oxo-7,8-dihydro-pyrido[2,3-d]pyrimidin-2-ylamino]-cyclohexyl}-carbamic acid methyl ester). Yield: 10.1%. Reaction SMILES: [CH3:1][O:2][C:3](=[O:35])[NH:4][CH:5]1[CH2:10][CH2:9][CH:8]([NH:11][C:12]2[N:13]=[CH:14][C:15]3[C:21]([NH2:22])=[CH:20][C:19](=[O:23])[N:18]([CH2:24][CH2:25][CH2:26][O:27][Si](C(C)(C)C)(C)C)[C:16]=3[N:17]=2)[CH2:7][CH2:6]1>C(O)(=O)C.C1COCC1.O>[CH3:1][O:2][C:3](=[O:35])[NH:4][CH:5]1[CH2:10][CH2:9][CH:8]([NH:11][C:12]2[N:13]=[CH:14][C:15]3[C:21]([NH2:22])=[CH:20][C:19](=[O:23])[N:18]([CH2:24][CH2:25][CH2:26][OH:27])[C:16]=3[N:17]=2)[CH2:7][CH2:6]1. Procedure: (4-{5-Amino-8-[3-(tert-butyl-dimethyl-silanyloxy)-propyl]-7-oxo-7,8-dihydro-pyrido[2,3-d]pyrimidin-2-ylamino}-cyclohexyl)-carbamic acid methyl ester (prepared as described in Example 2) (0.280 mmol) was dissolved in a mixture of glacial acetic acid, THF and water (3/1/1, 25 mL) and the resulting mixture was stirred at RT overnight. The reaction mixture was concentrated under reduced pressure and the crude residue was purified by preparative TLC (MeOH/DCM, 15/85) to give 11 mg of {4-[5-amino-8-(3... The reactants are CC1OCC(CC1=O)=O (2-methyl-2H-pyran-3,5(4H,6H)-dione), C(C)O (ethanol). Reagents/catalysts: S(O)(O)(=O)=O (sulfuric acid). Product: C(C)OC1=CC(C(OC1)C)=O (5-ethoxy-2-methyl-2H-pyran-3(6H)-one). Reaction SMILES: [CH3:1][CH:2]1[C:7](=[O:8])[CH2:6][C:5](=[O:9])[CH2:4][O:3]1.[CH2:10](O)[CH3:11]>S(=O)(=O)(O)O>[CH2:10]([O:9][C:5]1[CH2:4][O:3][CH:2]([CH3:1])[C:7](=[O:8])[CH:6]=1)[CH3:11]. Procedure details: The product from Example 84C (3.0 g, 23 mmol) was dissolved in ethanol (50 mL), treated with concentrated sulfuric acid (5 drops), heated to reflux for 3 hours and concentrated. The residue was purified by chromatography eluting with 10:1 and then 5:1 and then 2:1 hexane:ethyl acetate to provide the title compound as the faster moving isomer.